This data is from the Open Reaction Database (ORD), a public repository of structured organic reaction records. The task is: describe an organic reaction: reactants, conditions, products, and yield Run in CN(C=O)C (dimethylformamide). Run at temperature 75 celsius. As a reaction SMILES: Cl[CH2:2][CH2:3][NH:4][C:5]1[CH:6]=[C:7]2[C:12](=[CH:13][C:14]=1[O:15][CH3:16])[N:11]=[CH:10][C:9]([C:17]#[N:18])=[C:8]2[NH:19][C:20]1[CH:25]=[CH:24][C:23]([F:26])=[C:22]([Cl:27])[CH:21]=1.[I-].[Na+].C(=O)([O-])[O-].[K+].[K+]>CN(C)C=O>[N:4]1([C:5]2[CH:6]=[C:7]3[C:12](=[CH:13][C:14]=2[O:15][CH3:16])[N:11]=[CH:10][C:9]([C:17]#[N:18])=[C:8]3[NH:19][C:20]2[CH:25]=[CH:24][C:23]([F:26])=[C:22]([Cl:27])[CH:21]=2)[CH2:3][CH2:2]1 |f:1.2,3.4.5|. Reported procedure: To a solution of 0.202 g (0.5 mmol) of 6-[(2-chloroethyl)amino]-4-(3-chloro-4-fluoroanilino)-7-methoxy-3-quinolinecarbonitrile in 4 ml of dimethylformamide, were added 0.075 g of sodium iodide (0.5 mmol) and 0.069 g of potassium carbonate (0.5 mmol). After the reaction solution was heated at 75° C. overnight, it was decanted into cold saturated sodium bicarbonate solution. The organic layer was separated and dried over sodium sulfate. The solvent was removed to yield 0.19 g of a light brown soli... Starting materials: ClCCNC=1C=C2C(=C(C=NC2=CC1OC)C#N)NC1=CC(=C(C=C1)F)Cl (6-[(2-chloroethyl)amino]-4-(3-chloro-4-fluoroanilino)-7-methoxy-3-quinolinecarbonitrile), [I-].[Na+] (sodium iodide), C([O-])([O-])=O.[K+].[K+] (potassium carbonate). Product: N1(CC1)C=1C=C2C(=C(C=NC2=CC1OC)C#N)NC1=CC(=C(C=C1)F)Cl (6-(1-Aziridinyl)-4-(3-chloro-4-fluoroanilino)-7-methoxy-3-quinolinecarbonitrile). The yield is 103.0%. RXN SMILES: [CH2:31]1[O:32][CH2:33][CH2:34][CH2:35]1.[CH3:29][OH:30].[Na+:28].[OH-:27].[c:1]1([CH3:26])[c:2]([NH:9][c:10]2[s:11][c:12]3[c:13]([n:14]2)[cH:15][c:16]([N+:23](=[O:24])[O-:25])[cH:17][c:18]3[C:19](=[O:20])[O:21][CH3:22])[c:3]([CH3:8])[cH:4][c:5]([CH3:7])[cH:6]1>>[c:1]1([CH3:26])[c:2]([NH:9][c:10]2[s:11][c:12]3[c:13]([n:14]2)[cH:15][c:16]([N+:23](=[O:24])[O-:25])[cH:17][c:18]3[C:19](=[O:20])[OH:21])[c:3]([CH3:8])[cH:4][c:5]([CH3:7])[cH:6]1. Yields the product Cc1cc(C)c(Nc2nc3cc([N+](=O)[O-])cc(C(=O)O)c3s2)c(C)c1. Reactants: C1CCOC1, CO, [Na+], [OH-], COC(=O)c1cc([N+](=O)[O-])cc2nc(Nc3c(C)cc(C)cc3C)sc12. The reactants are O (Water), [H-].[Na+] (sodium hydride), CC(C)S (2-propanethiol), ClCC1=CC2=C(N(C(=N2)CC(C)(C)C)CC2CC2)C=C1 (5-(Chloromethyl)-1-(cyclopropylmethyl)-2-(2,2-dimethylpropyl)-1H-benzimidazole). The solvent is CN(C=O)C (N,N-dimethylformamide), CN(C=O)C (N,N-dimethylformamide). Conditions: time 30 minute. Yields the product C1(CC1)CN1C(=NC2=C1C=CC(=C2)CSC(C)C)CC(C)(C)C (1-(Cyclopropylmethyl)-2-(2,2-dimethylpropyl)-5-[(isopropylthio)methyl]-1H-benzimidazole). Yield: 67.0%. Reaction SMILES: [H-].[Na+].[CH3:3][CH:4]([SH:6])[CH3:5].Cl[CH2:8][C:9]1[CH:26]=[CH:25][C:12]2[N:13]([CH2:21][CH:22]3[CH2:24][CH2:23]3)[C:14]([CH2:16][C:17]([CH3:20])([CH3:19])[CH3:18])=[N:15][C:11]=2[CH:10]=1.O>CN(C)C=O>[CH:22]1([CH2:21][N:13]2[C:12]3[CH:25]=[CH:26][C:9]([CH2:8][S:6][CH:4]([CH3:5])[CH3:3])=[CH:10][C:11]=3[N:15]=[C:14]2[CH2:16][C:17]([CH3:20])([CH3:19])[CH3:18])[CH2:23][CH2:24]1 |f:0.1|. Reported procedure: To a suspension of sodium hydride (washed with hexane, 30 mg, 1.3 mmol) in N,N-dimethylformamide (2 mL) was added 2-propanethiol (117 μL, 1.3 mmol) at 0° C. After stirring for 30 min, a N,N-dimethylformamide solution of 5-(chloromethyl)-1-(cyclopropylmethyl)-2-(2,2-dimethylpropyl)-1H-benzimidazole (Step E) was added and the mixture was stirred at 100° C. for 17.5 h. Water (5 mL) was added and the mixture was extracted with ethyl acetate (15 mL×2) and washed with brine (5 mL). The organic extract... Reactants: C(C)OC=1N(C(C=C(N1)C(F)(F)F)=O)C1=C(C=C(C(=C1)O)Br)F (2-ethoxy-1-(4-bromo-2-fluoro-5-hydroxyphenyl)-4-trifluoromethyl-6(1H)-pyrimidinone), CI (methyl iodide), [H-].[Na+] (sodium hydride). Solvent: CN(C=O)C (dimethylformamide). Product: C(C)OC=1N(C(C=C(N1)C(F)(F)F)=O)C1=C(C=C(C(=C1)OC)Br)F (2-ethoxy-1-(4-bromo-2-fluoro-5-methoxyphenyl)-4-trifluoromethyl-6(1H)-pyrimidinone). RXN SMILES: [CH2:1]([O:3][C:4]1[N:5]([C:15]2[CH:20]=[C:19]([OH:21])[C:18]([Br:22])=[CH:17][C:16]=2[F:23])[C:6](=[O:14])[CH:7]=[C:8]([C:10]([F:13])([F:12])[F:11])[N:9]=1)[CH3:2].[CH3:24]I.[H-].[Na+]>CN(C)C=O>[CH2:1]([O:3][C:4]1[N:5]([C:15]2[CH:20]=[C:19]([O:21][CH3:24])[C:18]([Br:22])=[CH:17][C:16]=2[F:23])[C:6](=[O:14])[CH:7]=[C:8]([C:10]([F:13])([F:11])[F:12])[N:9]=1)[CH3:2] |f:2.3|. Procedure: using 2-ethoxy-1-(4-bromo-2-fluoro-5-hydroxyphenyl)-4-trifluoromethyl-6(1H)-pyrimidinone and methyl iodide with sodium hydride in dimethylformamide there is obtained 2-ethoxy-1-(4-bromo-2-fluoro-5-methoxyphenyl)-4-trifluoromethyl-6(1H)-pyrimidinone, m.p. 126°-128° C. The reactants are COC12CCC(CC1)CC2=O, [K+], NN, [OH-], O, OCCO. Product: COC12CCC(CC1)CC2. Reaction SMILES: [CH3:6][O:7][C:8]12[C:9](=[O:16])[CH2:10][CH:11]([CH2:12][CH2:13]1)[CH2:14][CH2:15]2.[K+:2].[NH2:4][NH2:5].[OH-:1].[OH2:3].[OH:17][CH2:18][CH2:19][OH:20]>>[CH3:6][O:7][C:8]12[CH2:9][CH2:10][CH:11]([CH2:12][CH2:13]1)[CH2:14][CH2:15]2. Reactants: CC=1C=CC(=CC1)S(=O)(=O)O (p-TSA), C(CO)O (ethylene glycol), CN1C=C(C2=CC=CC=C12)[C@H](COC(C1=CC=CC=C1)=O)CC=O ((R)-Benzoic acid 2-(1-methyl-1H-indol-3-yl)-4-oxo-butyl ester). The solvent is C(Cl)Cl (CH2Cl2). Conditions: time 8 hour. Yields the product O1C(OCC1)C[C@@H](COC(C1=CC=CC=C1)=O)C1=CN(C2=CC=CC=C12)C ((R)-benzoic acid 3-[1,3]dioxolan-2-yl-2-(1-methyl-1H-indol-3-yl)-propyl ester). RXN SMILES: [CH3:1][N:2]1[C:10]2[C:5](=[CH:6][CH:7]=[CH:8][CH:9]=2)[C:4]([C@@H:11]([CH2:22][CH:23]=[O:24])[CH2:12][O:13][C:14](=[O:21])[C:15]2[CH:20]=[CH:19][CH:18]=[CH:17][CH:16]=2)=[CH:3]1.CC1C=CC(S(O)(=O)=O)=CC=1.[CH2:36](O)[CH2:37][OH:38]>C(Cl)Cl>[O:24]1[CH2:36][CH2:37][O:38][CH:23]1[CH2:22][C@H:11]([C:4]1[C:5]2[C:10](=[CH:9][CH:8]=[CH:7][CH:6]=2)[N:2]([CH3:1])[CH:3]=1)[CH2:12][O:13][C:14](=[O:21])[C:15]1[CH:16]=[CH:17][CH:18]=[CH:19][CH:20]=1. Procedure details: (R)-Benzoic acid 2-(1-methyl-1H-indol-3-yl)-4-oxo-butyl ester (1.65 g, 5.10 mmol) was dissolved in CH2Cl2 (50 mL). This solution was treated with p-TSA (20 mg) and ethylene glycol (1.4 mL, 26 mmol). The reaction was stirred at room temperature overnight, at which time the organics were removed in vacuo. The solution was diluted with H2O (10 mL) and extracted with Et2O (3×20 mL). The collected organics were washed with brine, dried over Na2SO4 and concentrated in vacuo to provide (R)-benzoic acid... The reactants are BrC1=C(C=CC(=C1)C(F)(F)F)O (2-bromo-4-trifluoromethyl-phenol), BrCC(=O)OCC (ethyl bromo-acetate). Run in CCN(C(C)C)C(C)C (Hünig base), CCOC(=O)C (EtOAc). The product is BrC1=C(OCC(=O)OCC)C=CC(=C1)C(F)(F)F (ethyl (2-bromo4-trifluoromethyl-phenoxy)-acetate). Reaction SMILES: [Br:1][C:2]1[CH:7]=[C:6]([C:8]([F:11])([F:10])[F:9])[CH:5]=[CH:4][C:3]=1[OH:12].Br[CH2:14][C:15]([O:17][CH2:18][CH3:19])=[O:16]>CCN(C(C)C)C(C)C.CCOC(C)=O>[Br:1][C:2]1[CH:7]=[C:6]([C:8]([F:10])([F:11])[F:9])[CH:5]=[CH:4][C:3]=1[O:12][CH2:14][C:15]([O:17][CH2:18][CH3:19])=[O:16]. Reported procedure: A solution of 2.650 g (11.000 mmol) 2-bromo-4-trifluoromethyl-phenol and 1.47 mL 13.20 mmol) ethyl bromo-acetate in 20 mL Hünig base was stirred for 5 h at 120° C. The reaction mixture was diluted with EtOAc and the org. phase was washed with water, saturated aqueous sodium bicarbonate and saturated aqueous NaCl, dried over magnesium sulphate and evaporated down i. vac. Column chromatography (silica gel, gradient dichloromethane/MeOH 100:0→19:1) yielded the product.